Dataset: the Open Reaction Database (ORD), a public repository of structured organic reaction records. Task: describe an organic reaction: reactants, conditions, products, and yield Starting materials: ice water, C(C)O (ethanol), [O-]CC.[Na+] (sodium ethoxide), C1(=CC=CC=C1)O (phenol), ClC1=NC2=C(C(=C(C=C2C(=N1)Cl)Cl)OC)OC (2,4,6-trichloro-7,8-dimethoxyquinazoline). Run at time 8 hour. Product: ClC1=NC2=C(C(=C(C=C2C(=N1)OCC)Cl)OC)OC (2,6-dichloro-7,8-dimethoxy-4-ethoxyquinazoline). RXN SMILES: [CH2:1]([OH:3])[CH3:2].[O-]CC.[Na+].C1(O)C=CC=CC=1.[Cl:15][C:16]1[N:25]=[C:24](Cl)[C:23]2[C:18](=[C:19]([O:30][CH3:31])[C:20]([O:28][CH3:29])=[C:21]([Cl:27])[CH:22]=2)[N:17]=1>>[Cl:15][C:16]1[N:25]=[C:24]([O:3][CH2:1][CH3:2])[C:23]2[C:18](=[C:19]([O:30][CH3:31])[C:20]([O:28][CH3:29])=[C:21]([Cl:27])[CH:22]=2)[N:17]=1 |f:1.2|. Procedure details: To 5 liters of ethanol containing 0.2 mole of sodium ethoxide is added slowly with stirring 0.1 mole each of phenol and 2,4,6-trichloro-7,8-dimethoxyquinazoline. The mixture is heated to boiling then allowed to stand at room temperature overnight, poured into ice-water, stirred 15 minutes and the precipitate collected by filtration. The cake is washed with water, then cold ethanol, dried and recrystallized from ethanol/hexane to obtain 2,6-dichloro-7,8-dimethoxy-4-ethoxyquinazoline. Reactants: [H-].[Na+] (sodium hydride), OCC(C)(C)C1=CC=C(C=C1)S(=O)(=O)NC1=NC=NC(=C1C1=CC=C(C=C1)C)OCCO (4-(2-hydroxy-1,1-dimethylethyl)-N-{6-[2-hydroxyethoxy]-5-(4-methylphenyl)pyrimidin-4-yl}benzenesulfonamide), Cl (hydrochloric acid), BrC=1C=NC(=NC1)Cl (5-bromo-2-chloropyrimidine). The solvent is CC(=O)N(C)C (dimethylacetamide), O1CCCC1 (tetrahydrofuran), CC(=O)N(C)C (dimethylacetamide), C1CCOC1 (THF). Reaction conditions: time 6 day. The product is BrC=1C=NC(=NC1)OCC(C)(C)C1=CC=C(C=C1)S(=O)(=O)NC1=NC=NC(=C1C1=CC=C(C=C1)C)OCCOC1=NC=C(C=N1)Br (4-[2-(5-bromopyrimidin-2-yloxy)-1,1-dimethylethyl]-N-{6-[2-(5-bromopyrimidin-2-yloxy)ethoxy]-5-(4-methylphenyl)pyrimidin-4-yl}benzenesulfonamide). The yield is 33.8%. Reaction SMILES: [H-].[Na+].[OH:3][CH2:4][C:5]([C:8]1[CH:13]=[CH:12][C:11]([S:14]([NH:17][C:18]2[C:23]([C:24]3[CH:29]=[CH:28][C:27]([CH3:30])=[CH:26][CH:25]=3)=[C:22]([O:31][CH2:32][CH2:33][OH:34])[N:21]=[CH:20][N:19]=2)(=[O:16])=[O:15])=[CH:10][CH:9]=1)([CH3:7])[CH3:6].[Br:35][C:36]1[CH:37]=[N:38][C:39](Cl)=[N:40][CH:41]=1.Cl>CC(N(C)C)=O.O1CCCC1>[Br:35][C:36]1[CH:37]=[N:38][C:39]([O:3][CH2:4][C:5]([C:8]2[CH:13]=[CH:12][C:11]([S:14]([NH:17][C:18]3[C:23]([C:24]4[CH:25]=[CH:26][C:27]([CH3:30])=[CH:28][CH:29]=4)=[C:22]([O:31][CH2:32][CH2:33][O:34][C:39]4[N:40]=[CH:41][C:36]([Br:35])=[CH:37][N:38]=4)[N:21]=[CH:20][N:19]=3)(=[O:15])=[O:16])=[CH:10][CH:9]=2)([CH3:7])[CH3:6])=[N:40][CH:41]=1 |f:0.1|. Reported procedure: To a suspension of sodium hydride (65 mg) in dimethylacetamide (0.5 ml) and tetrahydrofuran (0.5 ml) is added dropwise a solution of 4-(2-hydroxy-1,1-dimethylethyl)-N-{6-[2-hydroxyethoxy]-5-(4-methylphenyl)pyrimidin-4-yl}benzenesulfonamide (135 mg) in dimethylacetamide (2 ml) and THF (2 ml) solution over period of 5 minutes at room temperature, and thereto is added 5-bromo-2-chloropyrimidine (399 mg). The mixture is stirred at room temperature for 6 days. The reaction mixture is acidified with c... The reactants are O=C(O)c1cccc2nnsc12, [Cl-], [Cl-], ClP(Cl)(Cl)(Cl)Cl, [Na+], [Na+], O=C([O-])[O-], O=P(O)(O)c1ccccc1. Yields the product ClC(Cl)(Cl)c1cccc2nnsc12. Reaction SMILES: [C:7]([OH:8])(=[O:9])[c:10]1[cH:11][cH:12][cH:13][c:14]2[n:15][n:16][s:17][c:18]12.[Cl-:19].[Cl-:20].[Cl:1][P:2]([Cl:3])([Cl:4])([Cl:5])[Cl:6].[Na+:31].[Na+:32].[O-:33][C:34](=[O:35])[O-:36].[c:21]1([P:22]([OH:23])(=[O:24])[OH:25])[cH:26][cH:27][cH:28][cH:29][cH:30]1>>[Cl:1][C:7]([c:10]1[cH:11][cH:12][cH:13][c:14]2[n:15][n:16][s:17][c:18]12)([Cl:19])[Cl:20]. The reactants are O1C(C=CC1)C1=CN(C=2N=CN=C(C21)C2=CC(=CC=C2)[N+](=O)[O-])COCC[Si](C)(C)C (5-(2,5-dihydrofuran-2-yl)-4-(3-nitrophenyl)-7-((2-(trimethylsilyl)ethoxy)methyl)-7H-pyrrolo[2,3-d]pyrimidine). The reagents and catalysts are [Pd] (Pd/C). The solvent is CO (methanol). Run at time 12 hour. Product: O1C(CCC1)C1=CN(C=2N=CN=C(C21)C=2C=C(N)C=CC2)COCC[Si](C)(C)C (3-(5-(tetrahydrofuran-2-yl)-7-((2-(trimethylsilyl)ethoxy)methyl)-7H-pyrrolo[2,3-d]pyrimidin-4-yl)aniline). As a reaction SMILES: [O:1]1[CH2:5][CH:4]=[CH:3][CH:2]1[C:6]1[C:14]2[C:13]([C:15]3[CH:20]=[CH:19][CH:18]=[C:17]([N+:21]([O-])=O)[CH:16]=3)=[N:12][CH:11]=[N:10][C:9]=2[N:8]([CH2:24][O:25][CH2:26][CH2:27][Si:28]([CH3:31])([CH3:30])[CH3:29])[CH:7]=1>CO.[Pd]>[O:1]1[CH2:5][CH2:4][CH2:3][CH:2]1[C:6]1[C:14]2[C:13]([C:15]3[CH:16]=[C:17]([CH:18]=[CH:19][CH:20]=3)[NH2:21])=[N:12][CH:11]=[N:10][C:9]=2[N:8]([CH2:24][O:25][CH2:26][CH2:27][Si:28]([CH3:31])([CH3:30])[CH3:29])[CH:7]=1. Procedure: To a solution of 5-(2,5-dihydrofuran-2-yl)-4-(3-nitrophenyl)-7-((2-(trimethylsilyl)ethoxy)methyl)-7H-pyrrolo[2,3-d]pyrimidine (500 mg, 1.14 mmol) in methanol (6.0 mL), was added Pd/C (250 mg, 10 wt. % loading Pd). The atmosphere was purged with hydrogen gas and the resulting solution was stirred for 12 hours at room temperature under hydrogen atmosphere (1 atm). The reaction was then filtered and concentrated in vacuo to afford crude 3-(5-(tetrahydrofuran-2-yl)-7-((2-(trimethylsilyl)ethoxy)methy... Starting materials: CN(C)C1=CC=C(C=C1)C(C2=CC=C(C=C2)N(C)C)C3=CC=C(C=C3)N(C)C (leucocrystal violet), 2-chlorophenylamino-6-N,N-dibutylamino-9-(2-methoxycarbonyl)-phenylxanthene, 6,6'-di-t-butyl-p,p'-bi-o-cresol, CN(C1=CC(=C(C=C1)C)C(C=1SC=CC1)C1=C(C=CC(=C1)N(C)C)C)C (bis(4-dimethylamino-o-tolyl)thienylmethane), C(C1=CC=CC=C1)(=O)C1=CC(=CC=2OC3=CC(=CC=C3NC12)NCC)NCC (benzoyl-3,7-diethylaminophenoxazine), C(C1=CC=CC=C1)(=O)C1CC(=CC2=NC3=CC(=CC(=C3N=C12)C1=CC=CC=C1)NCC)NCC (benzoyl-3,7-diethylamino-9-phenyldihydrophenazine), benzo[a]-6-N,N-diethylamino-9-(2-methoxycarbonyl)phenylxanthene, CN(C1=CC(=C(C=C1)C)C(C1=C(C=CC(=C1)N(C)C)C)C1=C(C=CC(=C1)N(C)C)C)C (tris(4-dimethylamino-o-tolyl)methane), CN(C1=CC(=C(C=C1)C)C(C1=CC=CC=C1)C1=C(C=CC(=C1)N(C)C)C)C (bis(4-dimethylamino-o-tolyl)phenylmethane), 2-N,N-dibenzylamino-6-N,N-diethylamino-9-(2-methoxycarbonyl) phenylxanthene. The product is C(CC1=CC=CC=C1)NC1=CC=CC=C1 (Phenethylaniline). As a reaction SMILES: CN(C1C=CC(C(C2C=CC(N(C)C)=CC=2)C2C=CC(N(C)C)=CC=2)=CC=1)C.CN(C)C1C=CC(C)=C(C(C2C=C(N(C)C)C=CC=2C)C2C=C(N(C)C)C=CC=2C)C=1.CN(C)C1C=CC(C)=C(C(C2C=C(N(C)C)C=CC=2C)C2C=CC=CC=2)C=1.CN(C)C1C=CC(C)=C(C(C2C=C(N(C)C)C=CC=2C)C2SC=CC=2)C=1.[C:113]([C:121]1[C:134]2[NH:133][C:132]3[C:127](=[CH:128][C:129](NCC)=[CH:130][CH:131]=3)OC=2C=C(NCC)C=1)(=O)[C:114]1[CH:119]=[CH:118][CH:117]=[CH:116]C=1.C(C1C2C(=NC3C(N=2)=C(C2C=CC=CC=2)C=C(NCC)C=3)C=C(NCC)C1)(=O)C1C=CC=CC=1>>[CH2:134]([NH:133][C:132]1[CH:131]=[CH:130][CH:129]=[CH:128][CH:127]=1)[CH2:121][C:113]1[CH:114]=[CH:119][CH:118]=[CH:117][CH:116]=1. Reported procedure: Exemplary compounds include leucocrystal violet, tris(4-dimethylamino-o-tolyl)methane, bis(4-dimethylamino-o-tolyl)phenylmethane, bis(4-dimethylamino-o-tolyl)thienylmethane, 2-(2-chlorophenylamino-6-N,N-dibutylamino-9-(2-methoxycarbonyl)-phenylxanthene, 2-N,N-dibenzylamino-6-N,N-diethylamino-9-(2-methoxycarbonyl) phenylxanthene, benzo[a]-6-N,N-diethylamino-9-(2-methoxycarbonyl)phenylxanthene, benzoylleucomethylene blue, benzoyl-3,7-diethylaminophenoxazine, benzoyl-3,7-diethylamino-9-phenyldihydr... The reactants are COCCOC, COc1ccc(P2(=S)SP(=S)(c3ccc(OC)cc3)S2)cc1, Cc1ccccc1, O=C(c1ncc(-c2ccncc2)cn1)N1CCN(S(=O)(=O)c2cc3cc(Cl)ccc3[nH]2)CC1. Product: O=S(=O)(c1cc2cc(Cl)ccc2[nH]1)N1CCN(C(=S)c2ncc(-c3ccncc3)cn2)CC1. RXN SMILES: [CH2:1]([CH2:2][O:3][CH3:4])[O:5][CH3:6].[CH3:40][O:41][c:42]1[cH:43][cH:44][c:45]([P:46]2(=[S:49])[S:47][P:48]([c:50]3[cH:51][cH:52][c:53]([O:54][CH3:55])[cH:56][cH:57]3)(=[S:58])[S:59]2)[cH:60][cH:61]1.[CH3:62][c:63]1[cH:64][cH:65][cH:66][cH:67][cH:68]1.[Cl:7][c:8]1[cH:9][c:10]2[cH:11][c:12]([S:17](=[O:18])(=[O:19])[N:20]3[CH2:21][CH2:22][N:23]([C:26](=[O:27])[c:28]4[n:29][cH:30][c:31](-[c:34]5[cH:35][cH:36][n:37][cH:38][cH:39]5)[cH:32][n:33]4)[CH2:24][CH2:25]3)[nH:13][c:14]2[cH:15][cH:16]1>>[Cl:7][c:8]1[cH:9][c:10]2[cH:11][c:12]([S:17](=[O:18])(=[O:19])[N:20]3[CH2:21][CH2:22][N:23]([C:26]([c:28]4[n:29][cH:30][c:31](-[c:34]5[cH:35][cH:36][n:37][cH:38][cH:39]5)[cH:32][n:33]4)=[S:49])[CH2:24][CH2:25]3)[nH:13][c:14]2[cH:15][cH:16]1.